Dataset: the Open Reaction Database (ORD), a public repository of structured organic reaction records. Task: describe an organic reaction: reactants, conditions, products, and yield Reactants: CC1(C)Oc2ccc(C#N)cc2C(N)C1O, O=C(O)C=C1c2ccccc2-c2ccccc21. The product is CC1(C)Oc2ccc(C#N)cc2C(NC(=O)C=C2c3ccccc3-c3ccccc32)C1O. Reaction SMILES: [NH2:1][CH:2]1[CH:3]([OH:16])[C:4]([CH3:14])([CH3:15])[O:5][c:6]2[c:7]1[cH:8][c:9]([C:12]#[N:13])[cH:10][cH:11]2.[cH:17]1[cH:18][cH:19][cH:20][c:21]2[c:29]1[C:28](=[CH:30][C:31](=[O:32])[OH:33])[c:27]1[c:22]-2[cH:23][cH:24][cH:25][cH:26]1>>[NH:1]([CH:2]1[CH:3]([OH:16])[C:4]([CH3:14])([CH3:15])[O:5][c:6]2[c:7]1[cH:8][c:9]([C:12]#[N:13])[cH:10][cH:11]2)[C:31]([CH:30]=[C:28]1[c:27]2[c:22]([cH:23][cH:24][cH:25][cH:26]2)-[c:21]2[cH:20][cH:19][cH:18][cH:17][c:29]21)=[O:32]. The reactants are C1(CC1)C(=O)C(C1=C(C=CC=C1)F)N1CC(C(CC1)O)=CC(=O)OCC (1-(α-cyclopropylcarbonyl-2-fluorobenzyl)-3-ethoxycarbonylmethylidene-4-hydroxypiperidine). The solvent is Cl (hydrochloric acid), C(C)(=O)O (acetic acid). Conditions: time 7 day. The product is C1(CC1)C(=O)C(C1=C(C=CC=C1)F)N1CC(C(CC1)O)=CC(=O)O (1-(α-cyclopropylcarbonyl-2-fluorobenzyl)-3-carboxymethylidene-4-hydroxypiperidine). Yield: 57.0%. Reaction SMILES: [CH:1]1([C:4]([CH:6]([N:14]2[CH2:19][CH2:18][CH:17]([OH:20])[C:16](=[CH:21][C:22]([O:24]CC)=[O:23])[CH2:15]2)[C:7]2[CH:12]=[CH:11][CH:10]=[CH:9][C:8]=2[F:13])=[O:5])[CH2:3][CH2:2]1>Cl.C(O)(=O)C>[CH:1]1([C:4]([CH:6]([N:14]2[CH2:19][CH2:18][CH:17]([OH:20])[C:16](=[CH:21][C:22]([OH:24])=[O:23])[CH2:15]2)[C:7]2[CH:12]=[CH:11][CH:10]=[CH:9][C:8]=2[F:13])=[O:5])[CH2:3][CH2:2]1. Procedure: In a mixture of 75 ml of concentrated hydrochloric acid and 180 ml of acetic acid, 9.72 g (26.9 mmol) of 1-(α-cyclopropylcarbonyl-2-fluorobenzyl)-3-ethoxycarbonylmethylidene-4-hydroxypiperidine were dissolved and the resulting solution was allowed to stand at room temperature for 7 days. The reaction mixture was concentrated to dryness under reduced pressure, followed by chromatography on a silica gel column (eluting solvent: chloroform/methanol=100/3~2/1), whereby 5.11 g (yield: 57%) of 1-(α-cy... Reactants: C(C)(C)(C)C1=C(OC2CCN(CC2)C(=O)C2=NNC=N2)C=CC(=C1)F (4-(2-tert-butyl-4-fluorophenoxy)-1-(1H-1,2,4-triazol-3-ylcarbonyl)piperidine), CS(=O)(=O)Cl (methanesulfonyl chloride). The solvent is N1=CC=CC=C1 (pyridine). Run at time 16 hour. Product: C(C)(C)(C)C1=C(OC2CCN(CC2)C(=O)C2=NN(C=N2)S(=O)(=O)C)C=CC(=C1)F (4-(2-tert-butyl-4-fluorophenoxy)-1-{[1-(methylsulfonyl)-1H-1,2,4-triazol-3-yl]carbonyl}piperidine). The yield is 99.5%. RXN SMILES: [C:1]([C:5]1[CH:24]=[C:23]([F:25])[CH:22]=[CH:21][C:6]=1[O:7][CH:8]1[CH2:13][CH2:12][N:11]([C:14]([C:16]2[N:20]=[CH:19][NH:18][N:17]=2)=[O:15])[CH2:10][CH2:9]1)([CH3:4])([CH3:3])[CH3:2].[CH3:26][S:27](Cl)(=[O:29])=[O:28]>N1C=CC=CC=1>[C:1]([C:5]1[CH:24]=[C:23]([F:25])[CH:22]=[CH:21][C:6]=1[O:7][CH:8]1[CH2:9][CH2:10][N:11]([C:14]([C:16]2[N:20]=[CH:19][N:18]([S:27]([CH3:26])(=[O:29])=[O:28])[N:17]=2)=[O:15])[CH2:12][CH2:13]1)([CH3:4])([CH3:2])[CH3:3]. Procedure details: To a solution of 4-(2-tert-butyl-4-fluorophenoxy)-1-(1H-1,2,4-triazol-3-ylcarbonyl)piperidine (200 mg, 0.58 mmol) obtained in Example 274 in pyridine (3 mL) was added methanesulfonyl chloride (99 mg, 0.87 mmol), and the mixture was stirred at room temperature for 16 hr. The reaction mixture was concentrated, and the residue was partitioned between ethyl acetate-water. The ethyl acetate layer was washed with saturated brine, dried over anhydrous magnesium sulfate and filtered. The filtrate was co... Reactants: CC1CNCC(C)N1, CC1CN(Cc2ccc([N+](=O)[O-])cc2)CCN1C(=O)OC(C)(C)C, O=Cc1ccc([N+](=O)[O-])cc1. Product: CC1CN(Cc2ccc([N+](=O)[O-])cc2)CC(C)N1. Reaction SMILES: [CH3:12][CH:13]1[NH:14][CH:15]([CH3:19])[CH2:16][NH:17][CH2:18]1.[CH3:20][CH:21]1[CH2:22][N:23]([CH2:24][c:25]2[cH:26][cH:27][c:28]([N+:29]([O-:30])=[O:31])[cH:32][cH:33]2)[CH2:34][CH2:35][N:36]1[C:37]([O:38][C:39]([CH3:40])([CH3:41])[CH3:42])=[O:43].[N+:1](=[O:2])([O-:3])[c:4]1[cH:5][cH:6][c:7]([CH:8]=[O:9])[cH:10][cH:11]1>>[N+:1](=[O:2])([O-:3])[c:4]1[cH:5][cH:6][c:7]([CH2:8][N:17]2[CH2:16][CH:15]([CH3:19])[NH:14][CH:13]([CH3:12])[CH2:18]2)[cH:10][cH:11]1. The reactants are [Li] (lithium), CN(CC#C)C (3-dimethylamino-1-propyne), BrC1=CC=C(C=C1)C(C)=O (p-bromoacetophenone). Run in C(CN)N (ethylene diamine), O1CCCC1 (tetrahydrofuran). Conditions: time 1 hour. Yields the product BrC1=CC=C(C=C1)C(C)(C#CCN(C)C)O (2-(p-bromophenyl)-5-dimethylamino-3-pentyn-2-ol). RXN SMILES: [Li].[CH3:2][N:3]([CH3:7])[CH2:4][C:5]#[CH:6].[Br:8][C:9]1[CH:14]=[CH:13][C:12]([C:15](=[O:17])[CH3:16])=[CH:11][CH:10]=1>C(N)CN.O1CCCC1>[Br:8][C:9]1[CH:14]=[CH:13][C:12]([C:15]([OH:17])([C:6]#[C:5][CH2:4][N:3]([CH3:7])[CH3:2])[CH3:16])=[CH:11][CH:10]=1 |^1:0|. Reported procedure: In 500 ml of ethylene diamine there is dissolved 13.88 g of lithium wire. After the disappearance of the blue color, the grey suspension obtained is dropwise treated, at 5° C., with 166.3 g of 3-dimethylamino-1-propyne. After 1 hour at room temperature, a solution of 50 g of p-bromoacetophenone in 250 ml of tetrahydrofuran is added. After 2 hours at room temperature, the mixture is poured onto ice and extracted with chloroform to give 62.9 g of crude, 2-(p-bromophenyl)-5-dimethylamino-3-pentyn-2... Starting materials: CC=1C=CC(=C(N)C1)CCC (5-methyl-2-propylaniline), C(C1=CC=CC=C1)(=O)N=C=S (benzoyl isothiocyanate). Solvent: CC(=O)C (acetone). Run at temperature 60 celsius. Yields the product CC=1C=CC(=C(C1)NC(=S)NC(C1=CC=CC=C1)=O)CCC (N-((5-methyl-2-propylphenyl)carbamothioyl)benzamide). Isolated yield 113.2%. As a reaction SMILES: [CH3:1][C:2]1[CH:3]=[CH:4][C:5]([CH2:9][CH2:10][CH3:11])=[C:6]([CH:8]=1)[NH2:7].[C:12]([N:20]=[C:21]=[S:22])(=[O:19])[C:13]1[CH:18]=[CH:17][CH:16]=[CH:15][CH:14]=1>CC(C)=O>[CH3:1][C:2]1[CH:3]=[CH:4][C:5]([CH2:9][CH2:10][CH3:11])=[C:6]([NH:7][C:21]([NH:20][C:12](=[O:19])[C:13]2[CH:14]=[CH:15][CH:16]=[CH:17][CH:18]=2)=[S:22])[CH:8]=1. Reported procedure: To 5-methyl-2-propylaniline (CA26) (1.38 g, 9.22 mmol) and benzoyl isothiocyanate (1.24 mL, 9.22 mmol) was added acetone (13 mL). The reaction was heated at 60° C. for 4 h. The reaction was cooled and concentrated. The resulting oil was dried in a vacuum oven overnight providing the title compound as a brown oil (3.26 g, 100%): 1H NMR (400 MHz, CDCl3) δ 12.20 (s, 1H), 9.15 (s, 1H), 7.92 (dt, J=8.5, 1.7 Hz, 2H), 7.71-7.60 (m, 1H), 7.55 (m, 3H), 7.18 (d, J=7.8 Hz, 1H), 7.09 (dd, J=7.8, 1.1 Hz, 1H)... Starting materials: CCn1c(-c2ccc(C(=O)O)cc2)c(C#N)c2ccc(OC)cc21, C1COCCN1, O=C(Cl)C(=O)Cl, ClCCl, CN(C)C=O. The product is CCn1c(-c2ccc(C(=O)N3CCOCC3)cc2)c(C#N)c2ccc(OC)cc21. Reaction SMILES: [C:1](#[N:2])[c:3]1[c:4](-[c:16]2[cH:17][cH:18][c:19]([C:20](=[O:21])[OH:22])[cH:23][cH:24]2)[n:5]([CH2:14][CH3:15])[c:6]2[cH:7][c:8]([O:12][CH3:13])[cH:9][cH:10][c:11]12.[CH2:36]1[CH2:37][O:38][CH2:39][CH2:40][NH:41]1.[Cl:30][C:31]([C:32]([Cl:33])=[O:34])=[O:35].[Cl:42][CH2:43][Cl:44].[O:25]=[CH:26][N:27]([CH3:28])[CH3:29]>>[C:1](#[N:2])[c:3]1[c:4](-[c:16]2[cH:17][cH:18][c:19]([C:20](=[O:21])[N:41]3[CH2:36][CH2:37][O:38][CH2:39][CH2:40]3)[cH:23][cH:24]2)[n:5]([CH2:14][CH3:15])[c:6]2[cH:7][c:8]([O:12][CH3:13])[cH:9][cH:10][c:11]12. Starting materials: O1CCN(CC1)C1=CC2=C(OCCN2)C=C1 (6-morpholino-3,4-dihydro-2H-benzo-[b][1,4]oxazine), ClC1=C(C(=NC2=CC=C(C=C12)Cl)C)C (4,6-dichloro-2,3-dimethylquinoline). Yields the product ClC=1C=C2C(=C(C(=NC2=CC1)C)C)N1CCOC2=C1C=C(C=C2)N2CCOCC2 (4-(6-chloro-2,3-dimethyl-4-quinolinyl)-6-(4-morpholinyl)-3,4-dihydro-2H-1,4-benzoxazine). RXN SMILES: [O:1]1[CH2:6][CH2:5][N:4]([C:7]2[CH:16]=[CH:15][C:10]3[O:11][CH2:12][CH2:13][NH:14][C:9]=3[CH:8]=2)[CH2:3][CH2:2]1.Cl[C:18]1[C:27]2[C:22](=[CH:23][CH:24]=[C:25]([Cl:28])[CH:26]=2)[N:21]=[C:20]([CH3:29])[C:19]=1[CH3:30]>>[Cl:28][C:25]1[CH:26]=[C:27]2[C:22](=[CH:23][CH:24]=1)[N:21]=[C:20]([CH3:29])[C:19]([CH3:30])=[C:18]2[N:14]1[C:9]2[CH:8]=[C:7]([N:4]3[CH2:5][CH2:6][O:1][CH2:2][CH2:3]3)[CH:16]=[CH:15][C:10]=2[O:11][CH2:12][CH2:13]1. Procedure details: Prepared according to procedure T using 6-morpholino-3,4-dihydro-2H-benzo-[b][1,4]oxazine (0.1 g, 0.454 mmol) and 4,6-dichloro-2,3-dimethylquinoline (0.2053 g, 0.908 mmol) to give 4-(6-chloro-2,3-dimethyl-4-quinolinyl)-6-(4-morpholinyl)-3,4-dihydro-2H-1,4-benzoxazine as a yellow solid: 1H NMR (500 MHz, DMSO-d6) δ ppm 8.01 (1H, d, J=9.5 Hz), 7.64-7.73 (2H, m), 6.77 (1H, d, J=8.6 Hz), 6.22 (1H, dd, J=8.7, 2.6 Hz), 5.41 (1H, d, J=2.7 Hz), 4.26-4.47 (2H, m), 3.57-3.67 (2H, m), 3.47-3.55 (4H, m), 2.6...